Dataset: the Open Reaction Database (ORD), a public repository of structured organic reaction records. Task: describe an organic reaction: reactants, conditions, products, and yield The reactants are CO (methanol), solution, COC=1C=C(C=O)C=CC1OC (3,4-dimethoxybenzaldehyde), solution, C(C)(=O)O[BH-](OC(C)=O)OC(C)=O.[Na+] (sodium triacetoxyborohydride), solution, CC1NOC(C(=C1)C)C1=CC=C(C=C1)OC (3,5-dimethyl-6-(4-methoxyphenyl)-3,6-dihydro-2H-1,2-oxazine), CO (Methanol). The solvent is ClCCl (dichloromethane), ClCCl (dichloromethane), ClCCl (dichloromethane). Yields the product CC1N(OC(C(=C1)C)C1=CC=C(C=C1)OC)CC1=CC(=C(C=C1)OC)OC (3,5-dimethyl-2-(3,4-dimethoxybenzyl)-6-(4-methoxyphenyl)-3,6-dihydro-2H-1,2-oxazine). Reaction SMILES: [CH3:1][CH:2]1[CH:7]=[C:6]([CH3:8])[CH:5]([C:9]2[CH:14]=[CH:13][C:12]([O:15][CH3:16])=[CH:11][CH:10]=2)[O:4][NH:3]1.[CH3:17][O:18][C:19]1[CH:20]=[C:21]([CH:24]=[CH:25][C:26]=1[O:27][CH3:28])[CH:22]=O.C(O[BH-](OC(=O)C)OC(=O)C)(=O)C.[Na+].CO>ClCCl>[CH3:1][CH:2]1[CH:7]=[C:6]([CH3:8])[CH:5]([C:9]2[CH:10]=[CH:11][C:12]([O:15][CH3:16])=[CH:13][CH:14]=2)[O:4][N:3]1[CH2:22][C:21]1[CH:24]=[CH:25][C:26]([O:27][CH3:28])=[C:19]([O:18][CH3:17])[CH:20]=1 |f:2.3|. Reported procedure: A mixture of 0.5 ml of a 0.05M solution of 3,5-dimethyl-6-(4-methoxyphenyl)-3,6-dihydro-2H-1,2-oxazine in dichloromethane. 0.5 ml of a 0.75M solution of 3,4-dimethoxybenzaldehyde in dichloromethane, and 0.5 ml of a 0.75M solution of sodium triacetoxyborohydride in dichloromethane was stirred at ambient temperature for 19 h. Methanol (1.0 ml) was added with stirring and the mixture applied to a methanol washed 500 mg Isolute SCX cartridge (Jones Chromatography). The absorbent was washed with meth... The reactants are BrC1=C(C2=CC(=CC=C2C=C1)O)NC(=O)OC(C)(C)C (2-Bromo-1-(tert-butoxycarbonylamino)-7-hydroxynaphthalene), O (H2O), [Si](C)(C)(C(C)(C)C)Cl (tert-butyldimethylsilyl chloride), N1C=NC=C1 (imidazole). Solvent: CN(C)C=O (DMF). Conditions: time 18 hour. Product: BrC1=C(C2=CC(=CC=C2C=C1)O[Si](C)(C)C(C)(C)C)NC(=O)OC(C)(C)C (2-Bromo-1-(tert-butoxycarbonylamino)-7-(tert-butyldimethylsilyloxy)naphthalene). Reaction SMILES: [Br:1][C:2]1[CH:11]=[CH:10][C:9]2[C:4](=[CH:5][C:6]([OH:12])=[CH:7][CH:8]=2)[C:3]=1[NH:13][C:14]([O:16][C:17]([CH3:20])([CH3:19])[CH3:18])=[O:15].[Si:21](Cl)([C:24]([CH3:27])([CH3:26])[CH3:25])([CH3:23])[CH3:22].N1C=CN=C1.O>CN(C=O)C>[Br:1][C:2]1[CH:11]=[CH:10][C:9]2[C:4](=[CH:5][C:6]([O:12][Si:21]([C:24]([CH3:27])([CH3:26])[CH3:25])([CH3:23])[CH3:22])=[CH:7][CH:8]=2)[C:3]=1[NH:13][C:14]([O:16][C:17]([CH3:20])([CH3:19])[CH3:18])=[O:15]. Procedure: 2-Bromo-1-(tert-butoxycarbonylamino)-7-hydroxynaphthalene, as described above in Step F, (4.80 g, 14.19 mmol), tert-butyldimethylsilyl chloride (2.8 g, 18.45 mmol) and imidazole (2.2 g, 32.64 mmol) were dissolved in DMF (25 mL) and stirred for 18 hours. The mixture was poured into H2O and extracted with Et2O (2×). The combined organic extracts were dried over Na2SO4, filtered and concentrated in vacuo. The residue was chromatographed on silica gel, eluting with CH2Cl2—50% hexanes, to yield the a...